The task is: describe an organic reaction: reactants, conditions, products, and yield. This data is from the Open Reaction Database (ORD), a public repository of structured organic reaction records. The reactants are N1C=C(C2=CC=CC=C12)C#N (indole-3-carbonitrile), C([O-])([O-])=O.[K+].[K+] (potassium carbonate), C(OC)(OC)=O (dimethyl carbonate), ice. Run at temperature 130 celsius, time 3.5 hour. Yields the product CN1C=C(C2=CC=CC=C12)C#N (1-methylindole-3-carbonitrile). Isolated yield 189.4%. Reaction SMILES: [NH:1]1[C:9]2[C:4](=[CH:5][CH:6]=[CH:7][CH:8]=2)[C:3]([C:10]#[N:11])=[CH:2]1.[C:12](=O)([O-])[O-].[K+].[K+].C(=O)(OC)OC>>[CH3:12][N:1]1[C:9]2[C:4](=[CH:5][CH:6]=[CH:7][CH:8]=2)[C:3]([C:10]#[N:11])=[CH:2]1 |f:1.2.3|. Procedure: A mixture of indole-3-carbonitrile (1.0 g, 7.03 mmole), potassium carbonate (0.5 g), N,N-dimethytformamide (10 mL) and dimethyl carbonate (1.8 mL, 21.4 mmol) was stirred and heated to reflux (˜130° C.). The reaction (monitored by HPLC) was complete within 3.5 h. The reaction mixture was then cooled to 3° C. and ice cold water (25 mL) was added slowly. The resulting oily suspension was extracted with tert-butyl methyl ether (40 mL) and the organic phase was washed with water (3×25 mL), dried and ... Starting materials: [Al+3], CCOCC, CC(C)CCCC(C)C1=CCC2C3CC=C4C(C)(C)C(=O)CCC4(C)C3CCC12C, [H-], [H-], [H-], [H-], [Li+], O. The product is CC(C)CCCC(C)C1=CCC2C3CC=C4C(C)(C)C(O)CCC4(C)C3CCC12C. Reaction SMILES: [Al+3:2].[CH3:38][CH2:39][O:40][CH2:41][CH3:42].[CH3:7][C:8]1([CH3:36])[C:9]2=[CH:10][CH2:11][CH:12]3[CH:13]4[CH2:14][CH:15]=[C:16]([CH:17]([CH2:18][CH2:19][CH2:20][CH:21]([CH3:22])[CH3:23])[CH3:24])[C:25]4([CH3:35])[CH2:26][CH2:27][CH:28]3[C:29]2([CH3:34])[CH2:30][CH2:31][C:32]1=[O:33].[H-:1].[H-:4].[H-:5].[H-:6].[Li+:3].[OH2:37]>>[CH3:7][C:8]1([CH3:36])[C:9]2=[CH:10][CH2:11][CH:12]3[CH:13]4[CH2:14][CH:15]=[C:16]([CH:17]([CH2:18][CH2:19][CH2:20][CH:21]([CH3:22])[CH3:23])[CH3:24])[C:25]4([CH3:35])[CH2:26][CH2:27][CH:28]3[C:29]2([CH3:34])[CH2:30][CH2:31][CH:32]1[OH:33]. Reactants: Nc1ccccc1, O=C(NC(Cc1ccc(Cl)c(Cl)c1)C(=O)O)c1ccc(Cl)cc1NS(=O)(=O)c1cccc2nsnc12. Product: O=C(NC(Cc1ccc(Cl)c(Cl)c1)C(=O)Nc1ccccc1)c1ccc(Cl)cc1NS(=O)(=O)c1cccc2nsnc12. RXN SMILES: [NH2:37][c:38]1[cH:39][cH:40][cH:41][cH:42][cH:43]1.[n:1]1[c:2]2[c:3]([n:4][s:5]1)[c:6]([S:10](=[O:11])(=[O:12])[NH:13][c:14]1[c:15]([C:16](=[O:17])[NH:18][CH:19]([C:20](=[O:21])[OH:22])[CH2:23][c:24]3[cH:25][c:26]([Cl:31])[c:27]([Cl:30])[cH:28][cH:29]3)[cH:32][cH:33][c:34]([Cl:36])[cH:35]1)[cH:7][cH:8][cH:9]2>>[n:1]1[c:2]2[c:3]([n:4][s:5]1)[c:6]([S:10](=[O:11])(=[O:12])[NH:13][c:14]1[c:15]([C:16](=[O:17])[NH:18][CH:19]([C:20](=[O:22])[NH:37][c:38]3[cH:39][cH:40][cH:41][cH:42][cH:43]3)[CH2:23][c:24]3[cH:25][c:26]([Cl:31])[c:27]([Cl:30])[cH:28][cH:29]3)[cH:32][cH:33][c:34]([Cl:36])[cH:35]1)[cH:7][cH:8][cH:9]2. Starting materials: C(C)OC(=O)C1(CC1)C(=C(C(=O)OCC)F)C (ethyl 3-(1-ethoxycarbonylcyclopropyl)-2-fluoro-2-butenoate), BrN1C(CCC1=O)=O (N-bromosuccinimide), N(=NC(C#N)(C)C)C(C#N)(C)C (2,2′-azobis(isobutyronitrile)), resultant mixture. Run in C(Cl)(Cl)Cl (chloroform). Product: BrC/C(=C(\C(=O)OCC)/F)/C1(CC1)C(=O)OCC ((E)-Ethyl 4-bromo-3-(1-ethoxycarbonylcyclopropyl)-2-fluoro-2-butenoate). Isolated yield 49.8%. Reaction SMILES: [CH2:1]([O:3][C:4]([C:6]1([C:9]([CH3:17])=[C:10]([F:16])[C:11]([O:13][CH2:14][CH3:15])=[O:12])[CH2:8][CH2:7]1)=[O:5])[CH3:2].[Br:18]N1C(=O)CCC1=O.N(C(C)(C)C#N)=NC(C)(C)C#N>C(Cl)(Cl)Cl>[Br:18][CH2:17]/[C:9](/[C:6]1([C:4]([O:3][CH2:1][CH3:2])=[O:5])[CH2:8][CH2:7]1)=[C:10](/[F:16])\[C:11]([O:13][CH2:14][CH3:15])=[O:12]. Procedure details: To a solution of ethyl 3-(1-ethoxycarbonylcyclopropyl)-2-fluoro-2-butenoate (152.78 g, 0.625 mol) in chloroform (1500 ml) were added N-bromosuccinimide (111.33 g, 0.625 mol) and a catalytic amount of 2,2′-azobis(isobutyronitrile) and then the resultant mixture was heated under reflux for 16 hours. Then, the liquid reaction mixture was cooled and concentrated under reduced pressure. After adding benzene (300 ml), insoluble matter was filtered off and the filtrate was concentrated under reduced pr... Reactants: CO, [Na+], [OH-], O, CCOC(=O)CC(O)CC(O)C=Cc1c(-c2ccccc2)c2c3ccccc3cnn2c1C(C)C. Product: [Na+], CC(C)c1c(C=CC(O)CC(O)CC(=O)[O-])c(-c2ccccc2)c2c3ccccc3cnn12. Reaction SMILES: [CH3:39][OH:40].[Na+:37].[OH-:36].[OH2:38].[OH:1][CH:2]([CH2:3][C:4](=[O:5])[O:6][CH2:7][CH3:8])[CH2:9][CH:10]([CH:11]=[CH:12][c:13]1[c:14](-[c:29]2[cH:30][cH:31][cH:32][cH:33][cH:34]2)[c:15]2[n:16]([n:17][cH:18][c:19]3[cH:20][cH:21][cH:22][cH:23][c:24]23)[c:25]1[CH:26]([CH3:27])[CH3:28])[OH:35]>>[Na+:37].[OH:1][CH:2]([CH2:3][C:4](=[O:5])[O-:6])[CH2:9][CH:10]([CH:11]=[CH:12][c:13]1[c:14](-[c:29]2[cH:30][cH:31][cH:32][cH:33][cH:34]2)[c:15]2[n:16]([n:17][cH:18][c:19]3[cH:20][cH:21][cH:22][cH:23][c:24]23)[c:25]1[CH:26]([CH3:27])[CH3:28])[OH:35]. The reactants are O=C([O-])[O-], CCOC(=O)c1oc2cc(O)c(CC)cc2c(=O)c1-c1ccc(F)cc1, CC(C)=O, CI, [K+], [K+]. The product is CCOC(=O)c1oc2cc(OC)c(CC)cc2c(=O)c1-c1ccc(F)cc1. Reaction SMILES: [C:29](=[O:30])([O-:31])[O-:32].[CH2:3]([CH3:4])[O:5][C:6](=[O:7])[c:8]1[o:9][c:10]2[cH:11][c:12]([OH:28])[c:13]([CH2:26][CH3:27])[cH:14][c:15]2[c:16](=[O:25])[c:17]1-[c:18]1[cH:19][cH:20][c:21]([F:24])[cH:22][cH:23]1.[CH3:35][C:36](=[O:37])[CH3:38].[I:1][CH3:2].[K+:33].[K+:34]>>[CH2:3]([CH3:4])[O:5][C:6](=[O:7])[c:8]1[o:9][c:10]2[cH:11][c:12]([O:28][CH3:29])[c:13]([CH2:26][CH3:27])[cH:14][c:15]2[c:16](=[O:25])[c:17]1-[c:18]1[cH:19][cH:20][c:21]([F:24])[cH:22][cH:23]1. Starting materials: C(C1=CC=CC=C1)N1CC(CC1)OS(=O)(=O)C (N-benzyl-3-[(methylsulphonyl)oxy]pyrrolidine), N1N=NN=[C-]1.[Na+] (sodium 1,2,3,4-tetrazolide). Run in CN(C=O)C (dimethylformamide). Conditions: temperature 87.5 celsius. Product: C(C1=CC=CC=C1)N1CC(CC1)N1N=CN=N1 (N-benzyl-3-(1,2,3,4-tetrazol-2-yl) pyrrolidine). The yield is 19.2%. RXN SMILES: [CH2:1]([N:8]1[CH2:12][CH2:11][CH:10](OS(C)(=O)=O)[CH2:9]1)[C:2]1[CH:7]=[CH:6][CH:5]=[CH:4][CH:3]=1.[NH:18]1[C-:22]=[N:21][N:20]=[N:19]1.[Na+]>CN(C)C=O>[CH2:1]([N:8]1[CH2:12][CH2:11][CH:10]([N:19]2[N:20]=[N:21][CH:22]=[N:18]2)[CH2:9]1)[C:2]1[CH:7]=[CH:6][CH:5]=[CH:4][CH:3]=1 |f:1.2|. Procedure details: A suspension of N-benzyl-3-[(methylsulphonyl)oxy]pyrrolidine (2.2 g, 9.37 mmol) and sodium 1,2,3,4-tetrazolide (1.8 g, 19.6 mmol) in 50 ml of dimethylformamide was heated at 85-90° C. overnight. The reaction mixture was worked up the same as described in Example U. The crude product was purified over silica gel using hexane, ether and ethyl acetate as eluant to afford in order of elution 0.413 g of N-benzyl-3-(1,2,3,4-tetrazol-2-yl) pyrrolidine as an oil. 1H NMR (CDCl3) δ: 8.51 (s, 1H), 7.37-7.1... Reactants: COC(=O)c1cc(Br)cc(N(CC(F)F)C2CCOCC2)c1C, C1CCOC1, CO, [Na+], [OH-]. Product: Cc1c(C(=O)O)cc(Br)cc1N(CC(F)F)C1CCOCC1. RXN SMILES: [Br:1][c:2]1[cH:3][c:4]([N:13]([CH:14]2[CH2:15][CH2:16][O:17][CH2:18][CH2:19]2)[CH2:20][CH:21]([F:22])[F:23])[c:5]([CH3:12])[c:6]([C:7](=[O:8])[O:9][CH3:10])[cH:11]1.[CH2:26]1[O:27][CH2:28][CH2:29][CH2:30]1.[CH3:31][OH:32].[Na+:25].[OH-:24]>>[Br:1][c:2]1[cH:3][c:4]([N:13]([CH:14]2[CH2:15][CH2:16][O:17][CH2:18][CH2:19]2)[CH2:20][CH:21]([F:22])[F:23])[c:5]([CH3:12])[c:6]([C:7](=[O:8])[OH:9])[cH:11]1. Reactants: COc1cc2c(cc1C)C(=O)CCC2(C)C, CS(C)=O, C#N, Cl, N#C[Na]. Yields the product Cc1cc2c(cc1O)C(C)(C)CCC2=O. As a reaction SMILES: [CH3:1][O:2][c:3]1[cH:4][c:5]2[c:10]([cH:11][c:12]1[CH3:13])[C:9](=[O:14])[CH2:8][CH2:7][C:6]2([CH3:15])[CH3:16].[CH3:23][S:24]([CH3:25])=[O:26].[CH:20]#[N:21].[ClH:22].[Na:17][C:18]#[N:19]>>[OH:2][c:3]1[cH:4][c:5]2[c:10]([cH:11][c:12]1[CH3:13])[C:9](=[O:14])[CH2:8][CH2:7][C:6]2([CH3:15])[CH3:16]. Starting materials: Cc1ccc(S(=O)(=O)n2ccc3nc(C(NS(=O)C(C)(C)C)C(F)(F)F)cnc32)cc1, CO, CCOCC, Cl. Yields the product Cl, Cc1ccc(S(=O)(=O)n2ccc3nc(C(N)C(F)(F)F)cnc32)cc1. As a reaction SMILES: [CH3:1][C:2]([S:3](=[O:4])[NH:7][CH:8]([C:9]([F:10])([F:11])[F:12])[c:13]1[n:14][c:15]2[c:16]([n:17][cH:18]1)[n:19]([S:22](=[O:23])(=[O:24])[c:25]1[cH:26][cH:27][c:28]([CH3:29])[cH:30][cH:31]1)[cH:20][cH:21]2)([CH3:5])[CH3:6].[CH3:33][OH:34].[CH3:35][CH2:36][O:37][CH2:38][CH3:39].[ClH:32]>>[ClH:32].[NH2:7][CH:8]([C:9]([F:10])([F:11])[F:12])[c:13]1[n:14][c:15]2[c:16]([n:17][cH:18]1)[n:19]([S:22](=[O:23])(=[O:24])[c:25]1[cH:26][cH:27][c:28]([CH3:29])[cH:30][cH:31]1)[cH:20][cH:21]2.